Dataset: the Open Reaction Database (ORD), a public repository of structured organic reaction records. Task: describe an organic reaction: reactants, conditions, products, and yield Reactants: N1=C(C=CC=C1C)C (2,6-lutidine), 50, ClCN(S(=O)(=O)Cl)C1CCCCC1 (N-chloromethyl-N-cyclohexylsulfamic acid chloride), C1CCCCC1 (cyclohexane), CO (methanol). Run at temperature 45 celsius, time 1 hour. The product is 30, COCN(S(=O)(=O)Cl)C1CCCCC1 (N-methoxymethyl-N-cyclohexylsulfamic acid chloride). Yield: 60.0%. Reaction SMILES: N1C(C)=CC=CC=1C.Cl[CH2:10][N:11]([CH:16]1[CH2:21][CH2:20][CH2:19][CH2:18][CH2:17]1)[S:12]([Cl:15])(=[O:14])=[O:13].C1CCCCC1.[CH3:28][OH:29]>>[CH3:28][O:29][CH2:10][N:11]([CH:16]1[CH2:21][CH2:20][CH2:19][CH2:18][CH2:17]1)[S:12]([Cl:15])(=[O:14])=[O:13]. Procedure: 22 parts of 2,6-lutidine are added in the course of 15 minutes, at from -5 to +5° C., to a mixture of 50 parts of N-chloromethyl-N-cyclohexylsulfamic acid chloride in 110 parts of cyclohexane and 55 parts of methanol. The reaction mixture is stirred for 20 minutes at 25° C. and one hour at 45° C. After concentrating the solvent under reduced pressure and removing the hydrochloride which has precipitated, distillation gives 30 parts (60% of theory) of N-methoxymethyl-N-cyclohexylsulfamic acid chl...